This data is from the Open Reaction Database (ORD), a public repository of structured organic reaction records. The task is: describe an organic reaction: reactants, conditions, products, and yield The product is C(C)(C)(C)N(NC1=NC(=NC=C1F)C1=CNC2=NC=C(C=C21)C(F)(F)F)CC(=O)OCC (ethyl 2-(1-(tert-butyl)-2-(5-fluoro-2-(5-(trifluoromethyl)-1H-pyrrolo[2,3-b]pyridin-3-yl)pyrimidin-4-yl)hydrazinyl)acetate). Run in [Cl-].[Na+].O (brine), C1CCOC1 (THF). Reactants: CCOC(=O)C (EtOAc), C(C)(C)(C)N(NC1=NC(=NC=C1F)C1=CN(C2=NC=C(C=C21)C(F)(F)F)S(=O)(=O)C2=CC=C(C)C=C2)CC(=O)OCC (ethyl 2-(1-tert-butyl-2-(5-fluoro-2-(1-tosyl-5-(trifluoromethyl)-1H-pyrrolo[2,3-b]pyridin-3-yl)pyrimidin-4-yl)hydrazinyl)ethanoate), C(C)(C)(C)N(NC1=NC(=NC=C1F)C1=CN(C2=NC=C(C=C21)C(F)(F)F)S(=O)(=O)C2=CC=C(C)C=C2)CC(=O)OCC (ethyl 2-(1-tert-butyl-2-(5-fluoro-2-(1-tosyl-5-(trifluoromethyl)-1H-pyrrolo[2,3-b]pyridin-3-yl)pyrimidin-4-yl)hydrazinyl)ethanoate), [F-].C(CCC)[N+](CCCC)(CCCC)CCCC (tetrabutylammonium fluoride). As a reaction SMILES: [C:1]([N:5]([CH2:37][C:38]([O:40][CH2:41][CH3:42])=[O:39])[NH:6][C:7]1[C:12]([F:13])=[CH:11][N:10]=[C:9]([C:14]2[C:22]3[C:17](=[N:18][CH:19]=[C:20]([C:23]([F:26])([F:25])[F:24])[CH:21]=3)[N:16](S(C3C=CC(C)=CC=3)(=O)=O)[CH:15]=2)[N:8]=1)([CH3:4])([CH3:3])[CH3:2].[F-].C([N+](CCCC)(CCCC)CCCC)CCC.CCOC(C)=O>C1COCC1.[Cl-].[Na+].O>[C:1]([N:5]([CH2:37][C:38]([O:40][CH2:41][CH3:42])=[O:39])[NH:6][C:7]1[C:12]([F:13])=[CH:11][N:10]=[C:9]([C:14]2[C:22]3[C:17](=[N:18][CH:19]=[C:20]([C:23]([F:26])([F:24])[F:25])[CH:21]=3)[NH:16][CH:15]=2)[N:8]=1)([CH3:4])([CH3:3])[CH3:2] |f:1.2,5.6.7|. Procedure: To a solution of ethyl 2-(1-tert-butyl-2-(5-fluoro-2-(1-tosyl-5-(trifluoromethyl)-1H-pyrrolo[2,3-b]pyridin-3-yl)pyrimidin-4-yl)hydrazinyl)ethanoate, 154a, (0.54 g, 0.89 mmol) in THF (20 mL) was added tetrabutylammonium fluoride (1.78 mL of 1 M, 1.78 mmol). The reaction mixture was stirred at room temperature for 30 minutes. The reaction mixture was diluted into EtOAc and brine. The organic phase was dried over MgSO4, filtered and concentrated in vacuo. The resulting residue was purified via sili... Conditions: time 30 minute. Reactants: [Br-], C[Mg+], CCOCC, O=C(c1ccc(F)cc1)c1nccs1. Yields the product CC(O)(c1ccc(F)cc1)c1nccs1. RXN SMILES: [Br-:15].[CH3:16][Mg+:17].[CH3:18][CH2:19][O:20][CH2:21][CH3:22].[F:1][c:2]1[cH:3][cH:4][c:5]([C:8](=[O:9])[c:10]2[s:11][cH:12][cH:13][n:14]2)[cH:6][cH:7]1>>[F:1][c:2]1[cH:3][cH:4][c:5]([C:8]([OH:9])([c:10]2[s:11][cH:12][cH:13][n:14]2)[CH3:16])[cH:6][cH:7]1.